This data is from the Open Reaction Database (ORD), a public repository of structured organic reaction records. The task is: describe an organic reaction: reactants, conditions, products, and yield As a reaction SMILES: [C:47]([Br:48])([Br:49])([Br:50])[Br:51].[Cl:1][c:2]1[cH:3][cH:4][c:5](-[c:8]2[n:9][c:10]3[c:11]([n:12]2[CH:13]([CH2:14][OH:15])[CH:16]2[CH2:17][CH2:18][CH2:19][CH2:20][CH2:21]2)[cH:22][c:23]([F:27])[c:24]([F:26])[cH:25]3)[cH:6][cH:7]1.[Cl:52][CH2:53][Cl:54].[c:28]1([P:29]([c:30]2[cH:31][cH:32][cH:33][cH:34][cH:35]2)[c:36]2[cH:37][cH:38][cH:39][cH:40][cH:41]2)[cH:42][cH:43][cH:44][cH:45][cH:46]1>>[Cl:1][c:2]1[cH:3][cH:4][c:5](-[c:8]2[n:9][c:10]3[c:11]([n:12]2[CH:13]([CH2:14][Br:48])[CH:16]2[CH2:17][CH2:18][CH2:19][CH2:20][CH2:21]2)[cH:22][c:23]([F:27])[c:24]([F:26])[cH:25]3)[cH:6][cH:7]1. Yields the product Fc1cc2nc(-c3ccc(Cl)cc3)n(C(CBr)C3CCCCC3)c2cc1F. The reactants are BrC(Br)(Br)Br, OCC(C1CCCCC1)n1c(-c2ccc(Cl)cc2)nc2cc(F)c(F)cc21, ClCCl, c1ccc(P(c2ccccc2)c2ccccc2)cc1. Reactants: C([O-])([O-])=O.[K+].[K+] (potassium carbonate), ClC1=CC(=C(C=C1OC1=NC=CC=N1)N1N=NNC1=O)F (1-[4-chloro-2-fluoro-5-(2-pyrimidyloxy)phenyl]-1,4-dihydro-5-oxo-5H-tetrazole), BrCCCF (1-bromo-3-fluoropropane). The solvent is CN(C=O)C (N,N-dimethylformamide). Run at temperature 80 celsius, time 26 hour. The product is ClC1=CC(=C(C=C1OC1=NC=CC=N1)N1N=NN(C1=O)CCCF)F (1-[4-Chloro-2-fluoro-5-(2-pyrimidyloxy)phenyl]-4-(3-fluoropropyl)-1,4-dihydro-5-oxo-5H-tetrazole). RXN SMILES: C(=O)([O-])[O-].[K+].[K+].[Cl:7][C:8]1[C:13]([O:14][C:15]2[N:20]=[CH:19][CH:18]=[CH:17][N:16]=2)=[CH:12][C:11]([N:21]2[C:25](=[O:26])[NH:24][N:23]=[N:22]2)=[C:10]([F:27])[CH:9]=1.Br[CH2:29][CH2:30][CH2:31][F:32]>CN(C)C=O>[Cl:7][C:8]1[C:13]([O:14][C:15]2[N:16]=[CH:17][CH:18]=[CH:19][N:20]=2)=[CH:12][C:11]([N:21]2[C:25](=[O:26])[N:24]([CH2:29][CH2:30][CH2:31][F:32])[N:23]=[N:22]2)=[C:10]([F:27])[CH:9]=1 |f:0.1.2|. Reported procedure: A suspension of potassium carbonate (0.36 g), 1-[4-chloro-2-fluoro-5-(2-pyrimidyloxy)phenyl]-1,4-dihydro-5-oxo-5H-tetrazole (0.54 g) and 1-bromo-3-fluoropropane (0.37 g) in N,N-dimethylformamide (10 ml) was stirred in an oil bath at 80° C. for 26 hours. The reaction mixture was processed and the resulting oil chromatographed on silica gel eluting with hexane:ethyl acetate, 2:1, to give the product, mp 111-3° C. 1H NMR (CDCl3, TMS): 2.30(2H, m), 4.20(2H, t, J=6.9 Hz), 4.59(2H, dt, J=46.9, 6.6 Hz)... Reactants: Cc1cc2c([nH]1)CC(c1ccccc1)CC2=O, CCO, Cl, Cl, N=C(N)NN, O. Product: Cc1cc2c([nH]1)CC(c1ccccc1)CC2=NNC(=N)N, Cl. As a reaction SMILES: [CH3:1][c:2]1[nH:3][c:4]2[c:9]([cH:10]1)[C:8](=[O:11])[CH2:7][CH:6]([c:12]1[cH:13][cH:14][cH:15][cH:16][cH:17]1)[CH2:5]2.[CH3:26][CH2:27][OH:28].[ClH:18].[ClH:24].[NH2:19][NH:20][C:21](=[NH:22])[NH2:23].[OH2:25]>>[CH3:1][c:2]1[nH:3][c:4]2[c:9]([cH:10]1)[C:8](=[N:19][NH:20][C:21](=[NH:22])[NH2:23])[CH2:7][CH:6]([c:12]1[cH:13][cH:14][cH:15][cH:16][cH:17]1)[CH2:5]2.[ClH:18]. Starting materials: C1CCOC1, COC(=O)c1cc(I)c(C)c([N+](=O)[O-])c1, CO. Yields the product COC(=O)c1cc(N)c(C)c(I)c1. Reaction SMILES: [CH2:16]1[O:17][CH2:18][CH2:19][CH2:20]1.[CH3:1][O:2][C:3]([c:4]1[cH:5][c:6]([I:14])[c:7]([CH3:13])[c:8]([N+:10]([O-:11])=[O:12])[cH:9]1)=[O:15].[CH3:21][OH:22]>>[CH3:1][O:2][C:3]([c:4]1[cH:5][c:6]([I:14])[c:7]([CH3:13])[c:8]([NH2:10])[cH:9]1)=[O:15]. Reactants: O=C(Br)CBr, Cc1c(N)cccc1[N+](=O)[O-], ClCCl, [Na+], O=C([O-])O. Yields the product Cc1c(NC(=O)CBr)cccc1[N+](=O)[O-]. Reaction SMILES: [Br:17][CH2:18][C:19](=[O:20])[Br:21].[CH3:1][c:2]1[c:3]([NH2:4])[cH:5][cH:6][cH:7][c:8]1[N+:9](=[O:10])[O-:11].[Cl:22][CH2:23][Cl:24].[Na+:16].[O-:12][C:13]([OH:14])=[O:15]>>[CH3:1][c:2]1[c:3]([NH:4][C:19]([CH2:18][Br:17])=[O:20])[cH:5][cH:6][cH:7][c:8]1[N+:9](=[O:10])[O-:11]. The reactants are CC(=O)O[BH-](OC(C)=O)OC(C)=O, O=C([O-])O, Cc1ccc2c(ccc(=O)n2CC=O)c1, CC(=O)O, ClC(Cl)Cl, [Na+], [Na+], CC(C)(C)OC(=O)N(Cc1ccc2c(c1)OCCO2)C1CCNCC1. Yields the product Cc1ccc2c(ccc(=O)n2CCN2CCC(N(Cc3ccc4c(c3)OCCO4)C(=O)OC(C)(C)C)CC2)c1. As a reaction SMILES: [C:41]([O:42][BH-:43]([O:44][C:45](=[O:46])[CH3:47])[O:48][C:49](=[O:50])[CH3:51])(=[O:52])[CH3:53].[C:55](=[O:56])([O-:57])[OH:58].[CH3:1][c:2]1[cH:3][c:4]2[cH:5][cH:6][c:7](=[O:15])[n:8]([CH2:12][CH:13]=[O:14])[c:9]2[cH:10][cH:11]1.[CH3:60][C:61](=[O:62])[OH:63].[CH:64]([Cl:65])([Cl:66])[Cl:67].[Na+:54].[Na+:59].[O:16]1[CH2:17][CH2:18][O:19][c:20]2[c:21]1[cH:22][cH:23][c:24]([CH2:26][N:27]([C:28]([O:29][C:30]([CH3:31])([CH3:32])[CH3:33])=[O:34])[CH:35]1[CH2:36][CH2:37][NH:38][CH2:39][CH2:40]1)[cH:25]2>>[CH3:1][c:2]1[cH:3][c:4]2[cH:5][cH:6][c:7](=[O:15])[n:8]([CH2:12][CH2:13][N:38]3[CH2:37][CH2:36][CH:35]([N:27]([CH2:26][c:24]4[cH:23][cH:22][c:21]5[c:20]([cH:25]4)[O:19][CH2:18][CH2:17][O:16]5)[C:28]([O:29][C:30]([CH3:31])([CH3:32])[CH3:33])=[O:34])[CH2:40][CH2:39]3)[c:9]2[cH:10][cH:11]1. Starting materials: CCOC(=O)c1ccc(B(O)O)cc1, C1CCOC1, C[Si](C)(C)[N-][Si](C)(C)C, CC#N, O=S(=O)(N(c1ccc(Cl)cn1)S(=O)(=O)C(F)(F)F)C(F)(F)F, [Li+], [Na+], [Na+], O=C([O-])[O-], CC(C)(C)OC(=O)N1CCCC(=O)C1. Product: CCOC(=O)c1ccc(C2=CCCN(C(=O)OC(C)(C)C)C2)cc1. As a reaction SMILES: [CH2:47]([CH3:48])[O:49][C:50](=[O:51])[c:52]1[cH:53][cH:54][c:55]([B:58]([OH:59])[OH:60])[cH:56][cH:57]1.[CH2:67]1[O:68][CH2:69][CH2:70][CH2:71]1.[CH3:15][Si:16]([N-:17][Si:18]([CH3:19])([CH3:20])[CH3:21])([CH3:22])[CH3:23].[CH3:72][C:73]#[N:74].[F:25][C:26]([F:27])([F:28])[S:29]([N:30]([c:31]1[cH:32][cH:33][c:34]([Cl:35])[cH:36][n:37]1)[S:38]([C:39]([F:40])([F:41])[F:42])(=[O:43])=[O:44])(=[O:45])=[O:46].[Li+:24].[Na+:61].[Na+:62].[O-:63][C:64](=[O:65])[O-:66].[O:1]=[C:2]1[CH2:3][N:4]([C:8](=[O:9])[O:10][C:11]([CH3:12])([CH3:13])[CH3:14])[CH2:5][CH2:6][CH2:7]1>>[C:2]1([c:55]2[cH:54][cH:53][c:52]([C:50]([O:49][CH2:47][CH3:48])=[O:51])[cH:57][cH:56]2)=[CH:7][CH2:6][CH2:5][N:4]([C:8](=[O:9])[O:10][C:11]([CH3:12])([CH3:13])[CH3:14])[CH2:3]1. Run at time 18 hour. The solvent is C(C)O (ethanol), CN(C=O)C (dimethylformamide), CCOCC (ether). Starting materials: [H-].[Na+] (sodium hydride), Cl (hydrogen chloride), Cl.CN(CC(C)Cl)C (2-dimethylamino-1-methylethylchloride hydrochloride), CN1C=2C(C(NC3=C1C=CC=C3)=O)=CSC2 (4,9-dihydro-4-methyl-10H-thieno[3,4-b][1,5]-benzodiazepin-10-one). Yields the product Cl.CN(CC(C)N1C(C=2C(N(C3=C1C=CC=C3)C)=CSC2)=O)C (9-(2-Dimethylamino-1-methylethyl)-4,9-dihydro-4-methyl-10H-thieno[3,4-b][1,5]benzodiazepin-10-one, hydrochloride). Procedure: A mixture of 0.47 g. of 55% sodium hydride-mineral oil dispersion and 0.83 g. of 2-dimethylamino-1-methylethylchloride hydrochloride in 30 ml. of dry dimethylformamide is stirred at room temperature for 0.5 hours. To the mixture is added 0.6 g. of 4,9-dihydro-4-methyl-10H-thieno[3,4-b][1,5]-benzodiazepin-10-one and stirring is continued for 18 hours. The reaction mixture is cooled, quenched with water and extracted with chloroform. The dried chloroform extracts are concentrated to an oil which i... Reaction SMILES: [H-].[Na+].Cl.[CH3:4][N:5]([CH3:10])[CH2:6][CH:7]([Cl:9])[CH3:8].[CH3:11][N:12]1[C:18]2[CH:19]=[CH:20][CH:21]=[CH:22][C:17]=2[NH:16][C:15](=[O:23])[C:14]2=[CH:24][S:25][CH:26]=[C:13]12.Cl>C(O)C.CCOCC.CN(C)C=O>[ClH:9].[CH3:4][N:5]([CH3:10])[CH2:6][CH:7]([N:16]1[C:17]2[CH:22]=[CH:21][CH:20]=[CH:19][C:18]=2[N:12]([CH3:11])[C:13]2=[CH:26][S:25][CH:24]=[C:14]2[C:15]1=[O:23])[CH3:8] |f:0.1,2.3,9.10|.